From a dataset of the Open Reaction Database (ORD), a public repository of structured organic reaction records. describe an organic reaction: reactants, conditions, products, and yield Reactants: OCCCO, C1CCOC1, ClCCl, COc1ccc(-c2c(-c3ccccc3)oc3ncnc(Cl)c23)cc1, O, O=C(O)CC(O)(CC(=O)O)C(=O)O. The product is COc1ccc(-c2c(-c3ccccc3)oc3ncnc(OCCCO)c23)cc1. RXN SMILES: [CH2:1]([CH2:2][CH2:3][OH:4])[OH:5].[CH2:43]1[O:44][CH2:45][CH2:46][CH2:47]1.[Cl:48][CH2:49][Cl:50].[Cl:6][c:7]1[c:8]2[c:9]([n:10][cH:11][n:12]1)[o:13][c:14](-[c:24]1[cH:25][cH:26][cH:27][cH:28][cH:29]1)[c:15]2-[c:16]1[cH:17][cH:18][c:19]([O:22][CH3:23])[cH:20][cH:21]1.[OH2:51].[OH:30][C:31]([CH2:32][C:33]([C:34](=[O:35])[OH:36])([CH2:37][C:38](=[O:39])[OH:40])[OH:41])=[O:42]>>[CH2:1]([CH2:2][CH2:3][O:4][c:7]1[c:8]2[c:9]([n:10][cH:11][n:12]1)[o:13][c:14](-[c:24]1[cH:25][cH:26][cH:27][cH:28][cH:29]1)[c:15]2-[c:16]1[cH:17][cH:18][c:19]([O:22][CH3:23])[cH:20][cH:21]1)[OH:5]. Starting materials: ClCCCCOC=1C=CC2=C(C(OC(N2)=O)(CC)CC)C1 (6-(4-chlorobutoxy)-4,4-diethyl-4H-3,1-benzoxazin-2-one), CC=1C=C(C=CC1C)S (3,4-dimethyl-thiophenol). The product is CC=1C=C(C=CC1C)SCCCCOC=1C=CC2=C(C(OC(N2)=O)(CC)CC)C1 (6-[4-(3,4-Dimethyl-phenylmercapto)-butoxy]-4,4-diethyl-4H-3,1-benzoxazin-2-one). As a reaction SMILES: Cl[CH2:2][CH2:3][CH2:4][CH2:5][O:6][C:7]1[CH:8]=[CH:9][C:10]2[NH:15][C:14](=[O:16])[O:13][C:12]([CH2:19][CH3:20])([CH2:17][CH3:18])[C:11]=2[CH:21]=1.[CH3:22][C:23]1[CH:24]=[C:25]([SH:30])[CH:26]=[CH:27][C:28]=1[CH3:29]>>[CH3:22][C:23]1[CH:24]=[C:25]([S:30][CH2:2][CH2:3][CH2:4][CH2:5][O:6][C:7]2[CH:8]=[CH:9][C:10]3[NH:15][C:14](=[O:16])[O:13][C:12]([CH2:19][CH3:20])([CH2:17][CH3:18])[C:11]=3[CH:21]=2)[CH:26]=[CH:27][C:28]=1[CH3:29]. Procedure: Prepared analogously to Example 1 from 6-(4-chlorobutoxy)-4,4-diethyl-4H-3,1-benzoxazin-2-one and 3,4-dimethyl-thiophenol. Reactants: [N+](=O)([O-])C1=CC=C(C=C1)NCCC=1C=NC=CC1 (N-(4-nitrophenyl)-N-(2-pyrid-3-ylethyl)amine). Reagents/catalysts: [Zn].[Cl-].[NH4+].O.C(C)O (zinc ammonium chloride water ethanol). Solvent: C1(=C(C(=C(C(=C1F)F)F)N)F)N.Cl.Cl (dihydrochloride). The product is N1=CC(=CC=C1)CCNC1=CC=C(C=C1)N (N-(2-pyrid-3-ylethyl)benzene-1,4-diamine). As a reaction SMILES: [N+:1]([C:4]1[CH:9]=[CH:8][C:7]([NH:10][CH2:11][CH2:12][C:13]2[CH:14]=[N:15][CH:16]=[CH:17][CH:18]=2)=[CH:6][CH:5]=1)([O-])=O>C1(N)C(F)=C(F)C(F)=C(N)C=1F.Cl.Cl.[Zn].[Cl-].[NH4+].O.C(O)C>[N:15]1[CH:16]=[CH:17][CH:18]=[C:13]([CH2:12][CH2:11][NH:10][C:7]2[CH:8]=[CH:9][C:4]([NH2:1])=[CH:5][CH:6]=2)[CH:14]=1 |f:1.2.3,4.5.6.7.8|. Reported procedure: The N-(4-nitrophenyl)-N-(2-pyrid-3-ylethyl)amine (3) obtained above was reduced with a boiling zinc/ammonium chloride/water/ethanol mixture. The corresponding amine was isolated in dihydrochloride form. The reactants are CC(C)c1c(C(=O)NCc2ccc(F)c(F)c2)c2ccc(O)cc2n1Cc1ccccc1, COCCBr, [K+], [K+], O=C([O-])[O-], CN(C)C=O. The product is COCCOc1ccc2c(C(=O)NCc3ccc(F)c(F)c3)c(C(C)C)n(Cc3ccccc3)c2c1. As a reaction SMILES: [CH2:1]([c:2]1[cH:3][cH:4][cH:5][cH:6][cH:7]1)[n:8]1[c:9]([CH:30]([CH3:31])[CH3:32])[c:10]([C:18](=[O:19])[NH:20][CH2:21][c:22]2[cH:23][c:24]([F:29])[c:25]([F:28])[cH:26][cH:27]2)[c:11]2[cH:12][cH:13][c:14]([OH:17])[cH:15][c:16]12.[CH3:39][O:40][CH2:41][CH2:42][Br:43].[K+:33].[K+:34].[O-:35][C:36]([O-:37])=[O:38].[O:44]=[CH:45][N:46]([CH3:47])[CH3:48]>>[CH2:1]([c:2]1[cH:3][cH:4][cH:5][cH:6][cH:7]1)[n:8]1[c:9]([CH:30]([CH3:31])[CH3:32])[c:10]([C:18](=[O:19])[NH:20][CH2:21][c:22]2[cH:23][c:24]([F:29])[c:25]([F:28])[cH:26][cH:27]2)[c:11]2[cH:12][cH:13][c:14]([O:17][CH2:42][CH2:41][O:40][CH3:39])[cH:15][c:16]12. The reactants are IC=1C=C(C=CC1)CC(=O)NC1=C(C(=O)OC)C=CC(=C1)Cl (methyl 2-(3-iodophenylacetamido)-4-chlorobenzoate), C1(=CC=CC=C1)C#C (phenylacetylene). Reagents/catalysts: [Cu]I (copper (I) iodide), C1([P]([Pd][P](C2=CC=CC=C2)(C3=CC=CC=C3)C4=CC=CC=C4)(C5=CC=CC=C5)C6=CC=CC=C6)=CC=CC=C1 (bis(triphenylphosphine)palladium). Run in C(C)N(CC)CC (triethylamine), O1CCCC1 (tetrahydrofuran). Reaction conditions: time 8 hour. Yields the product ClC1=CC(=C(C(=O)OC)C=C1)NC(CC1=CC(=CC=C1)C#CC1=CC=CC=C1)=O (methyl 4-chloro-2-(3-phenylethynylphenyl)acetamidobenzoate). RXN SMILES: I[C:2]1[CH:3]=[C:4]([CH2:8][C:9]([NH:11][C:12]2[CH:21]=[C:20]([Cl:22])[CH:19]=[CH:18][C:13]=2[C:14]([O:16][CH3:17])=[O:15])=[O:10])[CH:5]=[CH:6][CH:7]=1.[C:23]1([C:29]#[CH:30])[CH:28]=[CH:27][CH:26]=[CH:25][CH:24]=1>C(N(CC)CC)C.O1CCCC1.[Cu]I.C1(C=CC=CC=1)[P](C1C=CC=CC=1)(C1C=CC=CC=1)[Pd][P](C1C=CC=CC=1)(C1C=CC=CC=1)C1C=CC=CC=1>[Cl:22][C:20]1[CH:19]=[CH:18][C:13]([C:14]([O:16][CH3:17])=[O:15])=[C:12]([NH:11][C:9](=[O:10])[CH2:8][C:4]2[CH:5]=[CH:6][CH:7]=[C:2]([C:30]#[C:29][C:23]3[CH:28]=[CH:27][CH:26]=[CH:25][CH:24]=3)[CH:3]=2)[CH:21]=1 |^1:50,64|. Reported procedure: To a solution of methyl 2-(3-iodophenylacetamido)-4-chlorobenzoate (m.p. 100°-101° C.; prepared by the general procedure described above; 860 mg, 2 mmol) in triethylamine (20 ml) and tetrahydrofuran (5 ml), was added copper (I) iodide (5 mg), bis(triphenylphosphine)palladium (II) dichloride (20 mg) and phenylacetylene (0.33 ml, 306 mg, 3 mmol), and the mixture stirred overnight at room temperature and then for 5 h at reflux. The solvents were removed, the residue partitioned between ethyl acetat...